From a dataset of the Open Reaction Database (ORD), a public repository of structured organic reaction records. describe an organic reaction: reactants, conditions, products, and yield The reactants are O=C([O-])[O-], C=CCBr, CC(C)=O, [K+], [K+], CN(C)C=O, O, Oc1ccc(C2CCC(O)CC2)cc1. Product: C=CCOc1ccc(C2CCC(O)CC2)cc1. RXN SMILES: [C:19](=[O:20])([O-:21])[O-:22].[CH2:15]([CH:16]=[CH2:17])[Br:18].[CH3:31][C:32](=[O:33])[CH3:34].[K+:23].[K+:24].[O:26]=[CH:27][N:28]([CH3:29])[CH3:30].[OH2:25].[OH:1][CH:2]1[CH2:3][CH2:4][CH:5]([c:8]2[cH:9][cH:10][c:11]([OH:14])[cH:12][cH:13]2)[CH2:6][CH2:7]1>>[OH:1][CH:2]1[CH2:3][CH2:4][CH:5]([c:8]2[cH:9][cH:10][c:11]([O:14][CH2:17][CH:16]=[CH2:15])[cH:12][cH:13]2)[CH2:6][CH2:7]1. RXN SMILES: [ClH:1].[CH2:2]([N:10]1[CH2:15][CH2:14][N:13]([C:16]2[C:24]3[CH:23]=[C:22]([C:25](=[O:27])[CH3:26])[S:21][C:20]=3[CH:19]=[CH:18][CH:17]=2)[CH2:12][CH2:11]1)[CH2:3][C:4]1[CH:9]=[CH:8][CH:7]=[CH:6][CH:5]=1.[BH4-].[Na+].O>CO>[ClH:1].[CH2:2]([N:10]1[CH2:15][CH2:14][N:13]([C:16]2[C:24]3[CH:23]=[C:22]([CH:25]([OH:27])[CH3:26])[S:21][C:20]=3[CH:19]=[CH:18][CH:17]=2)[CH2:12][CH2:11]1)[CH2:3][C:4]1[CH:9]=[CH:8][CH:7]=[CH:6][CH:5]=1 |f:0.1,2.3,6.7|. Procedure details: To partially dissolved 1-[4-(4-phenethyl-piperazin-1-yl)benzo[b]thiophen-2-yl]-ethanone hydrochloride (0.92 g, 2.5 mmol, product from Example 42) in methanol (70 mL) is added sodium borohydride (0.19 g, 5.0 mmol). After 0.33 h, the reaction is clear and homogeneous. The reaction is worked up after 2 h by pouring into water (10 mL), extracting with dichloromethane (3×75 mL), and concentrating the sodium sulfate dried extracts in vacuo. The product (Rf of 0.3 in ethyl acetate) is dissolved in acet... The product is Cl.C(CC1=CC=CC=C1)N1CCN(CC1)C1=CC=CC=2SC(=CC21)C(C)O (1-[4-(4-phenethyl-piperazin-1-yl)-benzo[b]thiophen-2-yl]ethanol hydrochloride), solid. Reactants: Cl.C(CC1=CC=CC=C1)N1CCN(CC1)C1=CC=CC=2SC(=CC21)C(C)=O (1-[4-(4-phenethyl-piperazin-1-yl)benzo[b]thiophen-2-yl]-ethanone hydrochloride), product, [BH4-].[Na+] (sodium borohydride), O (water). Conditions: time 0.33 hour. Solvent: CO (methanol). The reactants are ice water, NC1=NC=CN=C1 (aminopyrazine), N1=CC=CC=C1 (pyridine), ClC(=O)OCC(Cl)(Cl)Cl (2,2,2-trichloroethyl chloroformate). Solvent: O1CCCC1 (tetrahydrofuran). Conditions: time 2 hour. Yields the product N1=C(C=NC=C1)NC(OCC(Cl)(Cl)Cl)=O (2,2,2-Trichloroethyl pyrazin-2-ylcarbamate). Yield: 3.4%. Reaction SMILES: [NH2:1][C:2]1[CH:7]=[N:6][CH:5]=[CH:4][N:3]=1.N1C=CC=CC=1.Cl[C:15]([O:17][CH2:18][C:19]([Cl:22])([Cl:21])[Cl:20])=[O:16]>O1CCCC1>[N:3]1[CH:4]=[CH:5][N:6]=[CH:7][C:2]=1[NH:1][C:15](=[O:16])[O:17][CH2:18][C:19]([Cl:22])([Cl:21])[Cl:20]. Reported procedure: To a solution of aminopyrazine (2.00 g, 21.0 mmol) and pyridine (5.10 ml, 63.1 mmol) in tetrahydrofuran was added 2,2,2-trichloroethyl chloroformate (4.34 ml, 31.5 mmol) with ice-cooling, the mixture was stirred for 2 hours with ice-cooling, the reaction mixture was poured into ice-water and the mixture was extracted with ethyl acetate. The extract was washed with water and dried over anhydrous magnesium sulfate and the solvent was distilled off under reduced pressure. The residue was purified b...